From a dataset of the Open Reaction Database (ORD), a public repository of structured organic reaction records. describe an organic reaction: reactants, conditions, products, and yield Reactants: C(C)(C)(C)OC(=O)N1CN(C(C1)=O)C1=CC=C(C=C1)C(=O)N1CCN(CC1)C1=NC=C(C=C1C)C (3-{4-[4-(3,5-dimethylpyridin-2-yl)piperazine-1-carbonyl]phenyl}-4-oxoimidazolidine-1-carboxylic acid tert-butyl ester), Cl.CO (hydrogen chloride methanol), C(O)([O-])=O.[Na+] (sodium hydrogen carbonate). Run in CO (methanol). Run at time 8 hour. The product is CC=1C(=NC=C(C1)C)N1CCN(CC1)C(=O)C1=CC=C(C=C1)N1CNCC1=O (3-{4-[4-(3,5-dimethylpyridin-2-yl)piperazine-1-carbonyl]phenyl}imidazolidin-4-one). The yield is 20.9%. As a reaction SMILES: C(OC([N:8]1[CH2:12][C:11](=[O:13])[N:10]([C:14]2[CH:19]=[CH:18][C:17]([C:20]([N:22]3[CH2:27][CH2:26][N:25]([C:28]4[C:33]([CH3:34])=[CH:32][C:31]([CH3:35])=[CH:30][N:29]=4)[CH2:24][CH2:23]3)=[O:21])=[CH:16][CH:15]=2)[CH2:9]1)=O)(C)(C)C.Cl.CO.C(=O)([O-])O.[Na+]>CO>[CH3:34][C:33]1[C:28]([N:25]2[CH2:24][CH2:23][N:22]([C:20]([C:17]3[CH:16]=[CH:15][C:14]([N:10]4[C:11](=[O:13])[CH2:12][NH:8][CH2:9]4)=[CH:19][CH:18]=3)=[O:21])[CH2:27][CH2:26]2)=[N:29][CH:30]=[C:31]([CH3:35])[CH:32]=1 |f:1.2,3.4|. Reported procedure: To 3-{4-[4-(3,5-dimethylpyridin-2-yl)piperazine-1-carbonyl]phenyl}-4-oxoimidazolidine-1-carboxylic acid tert-butyl ester (200 mg) described in Example 634 were added methanol (3 mL) and 2N hydrogen chloride/methanol (1.05 mL), and the mixture was stirred at room temperature for 8 hr. To the reaction mixture was added aqueous sodium hydrogen carbonate solution, and the mixture was extracted with chloroform. The solvent was evaporated, and the residue was purified by column chromatography (ethyl a...